Dataset: the Open Reaction Database (ORD), a public repository of structured organic reaction records. Task: describe an organic reaction: reactants, conditions, products, and yield The reactants are [BH4-], CO, Cl, [Li+], Cc1cccc(C=Nn2c(=O)c(C3=NS(=O)(=O)c4ccccc4N3)c(O)c3ccccc32)c1, C1CCOC1, O. The product is Cc1cccc(CNn2c(=O)c(C3=NS(=O)(=O)c4ccccc4N3)c(O)c3ccccc32)c1. Reaction SMILES: [BH4-:36].[CH3:34][OH:35].[ClH:38].[Li+:37].[O:1]=[S:2]1(=[O:33])[N:3]=[C:4]([c:12]2[c:13](=[O:32])[n:14]([N:23]=[CH:24][c:25]3[cH:26][c:27]([CH3:31])[cH:28][cH:29][cH:30]3)[c:15]3[cH:16][cH:17][cH:18][cH:19][c:20]3[c:21]2[OH:22])[NH:5][c:6]2[c:7]1[cH:8][cH:9][cH:10][cH:11]2.[O:39]1[CH2:40][CH2:41][CH2:42][CH2:43]1.[OH2:44]>>[O:1]=[S:2]1(=[O:33])[N:3]=[C:4]([c:12]2[c:13](=[O:32])[n:14]([NH:23][CH2:24][c:25]3[cH:26][c:27]([CH3:31])[cH:28][cH:29][cH:30]3)[c:15]3[cH:16][cH:17][cH:18][cH:19][c:20]3[c:21]2[OH:22])[NH:5][c:6]2[c:7]1[cH:8][cH:9][cH:10][cH:11]2. Reactants: CC(C)(C)OC(=O)ON=C(C#N)c1ccccc1, C1CN(CCN2CCNCC2)CCN1, C1COCCO1, O. Product: CC(C)(C)OC(=O)N1CCN(CCN2CCNCC2)CC1. RXN SMILES: [C:15]([CH3:16])([CH3:17])([CH3:18])[O:19][C:20](=[O:21])[O:22][N:23]=[C:24]([c:25]1[cH:26][cH:27][cH:28][cH:29][cH:30]1)[C:31]#[N:32].[CH2:1]([CH2:2][N:3]1[CH2:4][CH2:5][NH:6][CH2:7][CH2:8]1)[N:9]1[CH2:10][CH2:11][NH:12][CH2:13][CH2:14]1.[O:34]1[CH2:35][CH2:36][O:37][CH2:38][CH2:39]1.[OH2:33]>>[CH2:1]([CH2:2][N:3]1[CH2:4][CH2:5][N:6]([C:20]([O:19][C:15]([CH3:16])([CH3:17])[CH3:18])=[O:21])[CH2:7][CH2:8]1)[N:9]1[CH2:10][CH2:11][NH:12][CH2:13][CH2:14]1. Reactants: CN([C@H]1[C@H]([C@@H]([C@H]([C@@H]([C@@H]1OC)O)N)O[C@@H]2[C@@H](CC[C@H](O2)CN)N)O)C(=O)CN (Fortimicin D), [OH-].[Na+] (sodium hydroxide), [OH-].[Ba+2].[OH-] (barium hydroxide), CN([C@H]1[C@H]([C@@H]([C@H]([C@@H]([C@@H]1OC)O)N)O[C@@H]2[C@@H](CC[C@H](O2)CN)N)O)C(=O)CN (Fortimicin D), [OH-].[Ba+2].[OH-] (barium hydroxide), C(=O)=O (dry ice). The product is CN[C@H]1[C@H]([C@@H]([C@H]([C@@H]([C@@H]1OC)O)N)O[C@@H]2[C@@H](CC[C@H](O2)CN)N)O (Fortimicin KE). Reaction SMILES: [CH3:1][N:2](C(CN)=O)[C@@H:3]1[C@@H:8]([O:9][CH3:10])[C@@H:7]([OH:11])[C@H:6]([NH2:12])[C@@H:5]([O:13][C@H:14]2[O:19][C@H:18]([CH2:20][NH2:21])[CH2:17][CH2:16][C@H:15]2[NH2:22])[C@@H:4]1[OH:23].[OH-].[Na+].[OH-].[Ba+2].[OH-].C(=O)=O>>[CH3:1][NH:2][C@@H:3]1[C@@H:8]([O:9][CH3:10])[C@@H:7]([OH:11])[C@H:6]([NH2:12])[C@@H:5]([O:13][C@H:14]2[O:19][C@H:18]([CH2:20][NH2:21])[CH2:17][CH2:16][C@H:15]2[NH2:22])[C@@H:4]1[OH:23] |f:1.2,3.4.5|. Procedure: Fortimicin KE may also be obtained by heating Fortimicin D in an alkaline aqueous solution such as sodium hydroxide and barium hydroxide. Specifically, Fortimicin D is heated in an aqueous solution of saturated barium hydroxide at a temperature of 100° C. for 3 hours. Then the reaction solution is neutralized with dry ice and the resulting precipitate of barium carbonate is removed by filtration. The filtrate is concentrated and passed through a column packed with Amberlite CG-50 (ammonium form)...